Dataset: the Open Reaction Database (ORD), a public repository of structured organic reaction records. Task: describe an organic reaction: reactants, conditions, products, and yield Reactants: CC(C)(C)OC(=O)N1CCC(C#N)CC1, C[Si](C)(C)[N-][Si](C)(C)C, Cc1ccccc1, Fc1ccccn1, [K+]. Product: CC(C)(C)OC(=O)N1CCC(C#N)(c2ccccn2)CC1. RXN SMILES: [C:8](#[N:9])[CH:10]1[CH2:11][CH2:12][N:13]([C:16](=[O:17])[O:18][C:19]([CH3:20])([CH3:21])[CH3:22])[CH2:14][CH2:15]1.[CH3:24][Si:25]([N-:26][Si:27]([CH3:28])([CH3:29])[CH3:30])([CH3:31])[CH3:32].[CH3:33][c:34]1[cH:35][cH:36][cH:37][cH:38][cH:39]1.[F:1][c:2]1[n:3][cH:4][cH:5][cH:6][cH:7]1.[K+:23]>>[c:2]1([C:10]2([C:8]#[N:9])[CH2:11][CH2:12][N:13]([C:16](=[O:17])[O:18][C:19]([CH3:20])([CH3:21])[CH3:22])[CH2:14][CH2:15]2)[n:3][cH:4][cH:5][cH:6][cH:7]1. Reactants: CN1C(N(C(C=C1C(F)(F)F)=O)C=1C=CC2=C(C(=NS2)C(C(=O)O)(C)C)C1)=O (5-[3,6-dihydro-3-methyl-2,6-dioxo-4-(trifluoromethyl)-1(2H)-pyrimidinyl)-α,α-dimethyl-1,2-benzisothiazole-3-acetic acid), resultant mixture, C(C)(C)NN(S(=O)=O)NC(C)C (N,N-Diisopropylaminosulfonamide), C(C)N(C(C)C)C(C)C (ethyldiisopropylamine), CN(C)C1=NC=CC=C1 (dimethylaminopyridine), resultant mixture, C(C(=O)Cl)(=O)Cl (oxalyl chloride). The reagents and catalysts are CN(C=O)C (N,N-dimethylformamide). Run in C(Cl)Cl (methylene chloride). Product: CN1C(N(C(C=C1C(F)(F)F)=O)C=1C=CC2=C(C(=NS2)C(C(=O)NS(N(C(C)C)C(C)C)(=O)=O)(C)C)C1)=O (5-[3,6-Dihydro-3-methyl-2,6-dioxo-4-(trifluoromethyl)-1(2H)-pyrimidinyl]-N-(diisopropylsulfamoyl)-α,α-dimethyl-1,2-benzisothiazole-3-acetamide), resin. Yield: 44.8%. Reaction SMILES: [CH3:1][N:2]1[C:7]([C:8]([F:11])([F:10])[F:9])=[CH:6][C:5](=[O:12])[N:4]([C:13]2[CH:14]=[CH:15][C:16]3[S:20][N:19]=[C:18]([C:21]([CH3:26])([CH3:25])[C:22](O)=[O:23])[C:17]=3[CH:27]=2)[C:3]1=[O:28].C(Cl)(=O)C(Cl)=O.C(N[N:39](NC(C)C)[SH:40](=[O:42])=[O:41])(C)C.C([N:49]([CH:53]([CH3:55])[CH3:54])[CH:50]([CH3:52])[CH3:51])C.CN(C1C=CC=CN=1)C>CN(C)C=O.C(Cl)Cl>[CH3:1][N:2]1[C:7]([C:8]([F:9])([F:10])[F:11])=[CH:6][C:5](=[O:12])[N:4]([C:13]2[CH:14]=[CH:15][C:16]3[S:20][N:19]=[C:18]([C:21]([CH3:26])([CH3:25])[C:22]([NH:39][S:40](=[O:42])(=[O:41])[N:49]([CH:53]([CH3:55])[CH3:54])[CH:50]([CH3:52])[CH3:51])=[O:23])[C:17]=3[CH:27]=2)[C:3]1=[O:28]. Reported procedure: N,N-dimethylformamide (8 drops) is added to a mixture of 5-[3,6-dihydro-3-methyl-2,6-dioxo-4-(trifluoromethyl)-1(2H)-pyrimidinyl)-α,α-dimethyl-1,2-benzisothiazole-3-acetic acid (0.800 g, 0.00194 mol) and methylene chloride. The mixture is cooled on an ice bath and oxalyl chloride (2.0 M in methylene chloride, 2.42 ml, 0.00485 mol) is added. The resultant mixture is stirred one hour on an ice bath and concentrated in vacuo. The residue is taken up in tetrahydrofuran. N,N-Diisopropylaminosulfonami... Reaction SMILES: [CH3:36][OH:37].[CH:1]1([n:7]2[c:8](-[c:21]3[cH:22][c:23]4[cH:24][cH:25][c:26]([C:31](=[O:32])[OH:33])[n:27][c:28]4[cH:29][cH:30]3)[n:9][c:10]3[c:11]2[cH:12][cH:13][c:14]([C:16](=[O:17])[O:18][CH2:19][CH3:20])[cH:15]3)[CH2:2][CH2:3][CH2:4][CH2:5][CH2:6]1.[Na+:35].[OH-:34]>>[CH:1]1([n:7]2[c:8](-[c:21]3[cH:22][c:23]4[cH:24][cH:25][c:26]([C:31](=[O:32])[OH:33])[n:27][c:28]4[cH:29][cH:30]3)[n:9][c:10]3[c:11]2[cH:12][cH:13][c:14]([C:16](=[O:17])[OH:18])[cH:15]3)[CH2:2][CH2:3][CH2:4][CH2:5][CH2:6]1. Starting materials: CO, CCOC(=O)c1ccc2c(c1)nc(-c1ccc3nc(C(=O)O)ccc3c1)n2C1CCCCC1, [Na+], [OH-]. The product is O=C(O)c1ccc2c(c1)nc(-c1ccc3nc(C(=O)O)ccc3c1)n2C1CCCCC1. The reactants are COC=1C=C(C=CC1)C1C(C(C2=CC=CC=C12)C1=CC2=C(C=C1)OCO2)C(=O)[O-] (1-(3-methoxyphenyl)-3-(3,4-methylenedioxyphenyl)indane-2-carboxylate), [OH-].[K+] (KOH). Run in CCO (EtOH). Reaction conditions: time 8 hour. The product is COC=1C=C(C=CC1)C1C(C(C2=CC=CC=C12)C1=CC2=C(C=C1)OCO2)C(=O)O (1-(3-Methoxyphenyl)-3-(3,4-methylenedioxyphenyl)indane-2-carboxylic acid). Reaction SMILES: [CH3:1][O:2][C:3]1[CH:4]=[C:5]([CH:9]2[C:17]3[C:12](=[CH:13][CH:14]=[CH:15][CH:16]=3)[CH:11]([C:18]3[CH:23]=[CH:22][C:21]4[O:24][CH2:25][O:26][C:20]=4[CH:19]=3)[CH:10]2[C:27]([O-:29])=[O:28])[CH:6]=[CH:7][CH:8]=1.[OH-].[K+]>CCO>[CH3:1][O:2][C:3]1[CH:4]=[C:5]([CH:9]2[C:17]3[C:12](=[CH:13][CH:14]=[CH:15][CH:16]=3)[CH:11]([C:18]3[CH:23]=[CH:22][C:21]4[O:24][CH2:25][O:26][C:20]=4[CH:19]=3)[CH:10]2[C:27]([OH:29])=[O:28])[CH:6]=[CH:7][CH:8]=1 |f:1.2|. Procedure details: To a solution of ethyl (1RS, 2RS, 3SR)-1-(3-methoxyphenyl)-3-(3,4-methylenedioxyphenyl)indane-2-carboxylate (43 mg, 0.10 mmol) in EtOH (1 ml) was added 6M KOH (0.10 mL, 0.60 mmol). The resulting mixture was allowed to stir at room temperature overnight, then was partitioned between H2O and Et2O. The aqueous phase was acidified with 3M HCl and extracted several times with EtOAc. The combined EtOAc extracts were washed successively with H2O and saturated aqueous NaCl and dried (MgSO4). The solvent... Reactants: Nc1cccc(-c2c(Cc3ccccc3)cnc3c(C(F)(F)F)cccc23)c1, O=Cc1cc(Cl)ccc1[N+](=O)[O-]. Yields the product O=[N+]([O-])c1ccc(Cl)cc1CNc1cccc(-c2c(Cc3ccccc3)cnc3c(C(F)(F)F)cccc23)c1. RXN SMILES: [CH2:1]([c:2]1[cH:3][cH:4][cH:5][cH:6][cH:7]1)[c:8]1[cH:9][n:10][c:11]2[c:12]([C:25]([F:26])([F:27])[F:28])[cH:13][cH:14][cH:15][c:16]2[c:17]1-[c:18]1[cH:19][c:20]([NH2:24])[cH:21][cH:22][cH:23]1.[Cl:29][c:30]1[cH:31][cH:32][c:33]([N+:38](=[O:39])[O-:40])[c:34]([CH:35]=[O:36])[cH:37]1>>[CH2:1]([c:2]1[cH:3][cH:4][cH:5][cH:6][cH:7]1)[c:8]1[cH:9][n:10][c:11]2[c:12]([C:25]([F:26])([F:27])[F:28])[cH:13][cH:14][cH:15][c:16]2[c:17]1-[c:18]1[cH:19][c:20]([NH:24][CH2:35][c:34]2[c:33]([N+:38](=[O:39])[O-:40])[cH:32][cH:31][c:30]([Cl:29])[cH:37]2)[cH:21][cH:22][cH:23]1. RXN SMILES: [C:1]([O:13]C)(=O)[C:2]1[CH:11]=[CH:10][C:5]([C:6]([O:8][CH3:9])=[O:7])=[CH:4][CH:3]=1.C[C:16]([CH3:19])([O-:18])[CH3:17].C[CH2:21][CH2:22][CH:23]([O:25][CH2:26][C:27]([C:29]1[CH:34]=[CH:33]C=CC=1)=O)[CH3:24].Cl.O1CCC[CH2:37]1>>[CH3:9][O:8][C:6]([C:5]1[CH:4]=[CH:3][C:2]([C:1](=[O:13])[CH2:17][C:16]([C:19]2[CH:21]=[CH:22][C:23]([O:25][CH2:26][CH2:27][CH2:29][CH2:34][CH3:33])=[CH:24][CH:37]=2)=[O:18])=[CH:11][CH:10]=1)=[O:7]. Reactants: CCCC(C)OCC(=O)C1=CC=CC=C1 (4-pentyloxyacetophenone), O1CCCC1 (tetrahydrofuran), Cl (HCl), C(C1=CC=C(C(=O)OC)C=C1)(=O)OC (dimethyl terephthalate), CC(C)([O-])C (t-butoxide), O1CCCC1 (tetrahydrofuran). Product: COC(=O)C1=CC=C(C=C1)C(CC(=O)C1=CC=C(C=C1)OCCCCC)=O (1-(4-Methoxycarbonylphenyl)-3-(4-pentyloxyphenyl)propane-1,3-dione). Procedure: To a suspension of dimethyl terephthalate (1.94 g) and potassiuim t-butoxide (2.24 g) in tetrahydrofuran (30 ml) was added 4-pentyloxyacetophenone (1.59 g) in tetrahydrofuran (10 ml) at 70° C. dropwise. The mixture was refluxed for 30 minutes and poured into 1N HCl (50 ml). The mixture was extracted with ethyl acetate (100 ml) and the organic layer was washed with H2O (100 ml), brine (100 ml) and evaporated under reduced pressure. The residue was triturated with acetonitrile (20 ml), collected b... Starting materials: BrCCCBr, CS(C)=O, N#CCc1ccc(Cl)cc1, [H-], [Na+], O. Product: N#CC1(c2ccc(Cl)cc2)CCC1. As a reaction SMILES: [Br:13][CH2:14][CH2:15][CH2:16][Br:17].[CH3:19][S:20]([CH3:21])=[O:22].[Cl:1][c:2]1[cH:3][cH:4][c:5]([CH2:6][C:7]#[N:8])[cH:9][cH:10]1.[H-:11].[Na+:12].[OH2:18]>>[Cl:1][c:2]1[cH:3][cH:4][c:5]([C:6]2([C:7]#[N:8])[CH2:14][CH2:15][CH2:16]2)[cH:9][cH:10]1. Starting materials: [OH-].[K+] (KOH), OC1=CC(=C(C2=CC=C(C=C12)OC)C)C(=O)OC (methyl 4-hydroxy-6-methoxy-1-methyl-2-naphthoate), C[O-].[Na+] (sodium methoxide), CN(C)C=O (DMF), C(C)N(CC)CCCl (diethylaminoethyl chloride). The solvent is CO (methanol). Reaction conditions: temperature 40 celsius, time 30 minute. The product is C(C)N(C1=C(C(=C(C2=CC=C(C=C12)OC)C)C(=O)O)OCC)CC (4-diethylamino-ethyloxy-6-methoxy-1-methyl-2-naphthoic acid). As a reaction SMILES: O[C:2]1[C:11]2[C:6](=[CH:7][CH:8]=[C:9]([O:12][CH3:13])[CH:10]=2)[C:5]([CH3:14])=[C:4]([C:15]([O:17]C)=[O:16])[CH:3]=1.[CH3:19][O-].[Na+].C([N:24]([CH2:27][CH2:28]Cl)[CH2:25][CH3:26])C.[OH-].[K+].CN([CH:35]=[O:36])C>CO>[CH2:27]([N:24]([CH2:25][CH3:26])[C:2]1[C:11]2[C:6](=[CH:7][CH:8]=[C:9]([O:12][CH3:13])[CH:10]=2)[C:5]([CH3:14])=[C:4]([C:15]([OH:17])=[O:16])[C:3]=1[O:36][CH2:35][CH3:19])[CH3:28] |f:1.2,4.5|. Reported procedure: 1.5 g (6.1 mmol) of methyl 4-hydroxy-6-methoxy-1-methyl-2-naphthoate and 0.49 g (9.1 mmol) of sodium methoxide are stirred at 40° C. under argon for 15 min in 25 ml of DMF. 1.4 g of diethylaminoethyl chloride are then added and the mixture is additionally stirred at 40° C. for 30 min. The DMF is stripped off on a rotary evaporator, the residue is taken up in dilute hydrochloric acid, and the mixture is extracted with ethyl acetate. The aqueous phase is rendered alkaline with sodium hydroxide sol...